This data is from the Open Reaction Database (ORD), a public repository of structured organic reaction records. The task is: describe an organic reaction: reactants, conditions, products, and yield Reactants: CN1CCC=2C1=NC(=CC2C)CCCCCCCCCCCCCCCC (1,4-dimethyl-6-hexadecyl-2,3-dihydro-1H-pyrrolo[2,3-b]pyridine), BrN1C(=O)N(C(=O)C1(C)C)Br (1,3-dibromo-5,5-dimethylhydantoin). The solvent is C(Cl)(Cl)Cl (chloroform). Reaction conditions: temperature 0 celsius, time 30 minute. Yields the product BrC=1C(=C2C(=NC1CCCCCCCCCCCCCCCC)N(CC2)C)C (5-Bromo-1,4-dimethyl-6-hexadecyl-2,3-dihydro-1H-pyrrolo[2,3-b]pyridine). As a reaction SMILES: [CH3:1][N:2]1[C:6]2=[N:7][C:8]([CH2:12][CH2:13][CH2:14][CH2:15][CH2:16][CH2:17][CH2:18][CH2:19][CH2:20][CH2:21][CH2:22][CH2:23][CH2:24][CH2:25][CH2:26][CH3:27])=[CH:9][C:10]([CH3:11])=[C:5]2[CH2:4][CH2:3]1.[Br:28]N1C(C)(C)C(=O)N(Br)C1=O>C(Cl)(Cl)Cl>[Br:28][C:9]1[C:10]([CH3:11])=[C:5]2[CH2:4][CH2:3][N:2]([CH3:1])[C:6]2=[N:7][C:8]=1[CH2:12][CH2:13][CH2:14][CH2:15][CH2:16][CH2:17][CH2:18][CH2:19][CH2:20][CH2:21][CH2:22][CH2:23][CH2:24][CH2:25][CH2:26][CH3:27]. Reported procedure: To a solution of 278 mg (0.75 mmol) of 1,4-dimethyl-6-hexadecyl-2,3-dihydro-1H-pyrrolo[2,3-b]pyridine in 4 mL of chloroform was added 108 mg (0.38 mmol) of 1,3-dibromo-5,5-dimethylhydantoin in portions at 0° C. The reaction mixture was stirred at 0° C. for 30 min. The reaction was quenched by the addition of 5 mL of sat aq NaHCO3. The mixture was extracted with chloroform and the combined organic layer was washed with brine and dried over MgSO4. The concentrated residue was purified by flash chr... The reactants are C(C1=CC=CC=C1)ONC(C(C1(C(N(CC1)CCC1=CC=CC=C1)=O)CC(C)C)CCNS(=O)(=O)C1=CC=C(C=C1)C)=O (N-benzyloxy-α-[2-[[(4-methylphenyl)sulfonyl]amino]ethyl]-3-(2-methylpropyl)-2-oxo-1-(2-phenylethyl)-3-pyrrolidineacetamide). The solvent is CO (MeOH). The product is ONC(C(C1(C(N(CC1)CCC1=CC=CC=C1)=O)CC(C)C)CCNS(=O)(=O)C1=CC=C(C=C1)C)=O (N-Hydroxy-α-[2-[[(4-methylphenyl)sulfonyl]amino]ethyl]-3-(2-methylpropyl)-2-oxo-1-(2-phenylethyl)-3-pyrrolidineacetamide). The yield is 74.0%. RXN SMILES: C([O:8][NH:9][C:10](=[O:43])[CH:11]([CH2:30][CH2:31][NH:32][S:33]([C:36]1[CH:41]=[CH:40][C:39]([CH3:42])=[CH:38][CH:37]=1)(=[O:35])=[O:34])[C:12]1([CH2:26][CH:27]([CH3:29])[CH3:28])[CH2:16][CH2:15][N:14]([CH2:17][CH2:18][C:19]2[CH:24]=[CH:23][CH:22]=[CH:21][CH:20]=2)[C:13]1=[O:25])C1C=CC=CC=1>CO>[OH:8][NH:9][C:10](=[O:43])[CH:11]([CH2:30][CH2:31][NH:32][S:33]([C:36]1[CH:37]=[CH:38][C:39]([CH3:42])=[CH:40][CH:41]=1)(=[O:35])=[O:34])[C:12]1([CH2:26][CH:27]([CH3:28])[CH3:29])[CH2:16][CH2:15][N:14]([CH2:17][CH2:18][C:19]2[CH:24]=[CH:23][CH:22]=[CH:21][CH:20]=2)[C:13]1=[O:25]. Procedure details: A mixture of N-benzyloxy-α-[2-[[(4-methylphenyl)sulfonyl]amino]ethyl]-3-(2-methylpropyl)-2-oxo-1-(2-phenylethyl)-3-pyrrolidineacetamide (133 mg, 0.220 mmol), MeOH (8.0 mL), and Pearlman's cat (25 mg) is hydrogenated (1 atm) for 8 h at room temperature. The mixture is filtered, the solids washed with MeOH (2×5 mL), CH2Cl2 (5 mL), and MeOH (5 mL). The combined filtrates are concentrated and the residue crystallized from EtOAc/hexane to give 84 mg (74%) of the title compound as a white solid (mp 16... The reactants are COC=1C=C(C=CC1OC)C(CC(=O)OCC)O (ethyl 3-(3,4-dimethoxyphenyl)-3-hydroxypropionate), C(CCCCC)(=O)OC=C (vinyl caproate). Run at time 12 day. Product: COC=1C=C(C=CC1OC)C(CC(=O)OCC)O ((-)-ethyl 3-(3,4-dimethoxyphenyl)-3-hydroxypropionate), COC=1C=C(C=CC1OC)C(CC(=O)OCC)OC(CCCCC)=O ((+)-ethyl 3-(3,4-dimethoxyphenyl)-3-hexanoyloxypropionate). As a reaction SMILES: [CH3:1][O:2][C:3]1[CH:4]=[C:5]([CH:11]([OH:18])[CH2:12][C:13]([O:15][CH2:16][CH3:17])=[O:14])[CH:6]=[CH:7][C:8]=1[O:9][CH3:10].[C:19](OC=C)(=[O:25])[CH2:20][CH2:21][CH2:22][CH2:23][CH3:24]>>[CH3:1][O:2][C:3]1[CH:4]=[C:5]([CH:11]([OH:18])[CH2:12][C:13]([O:15][CH2:16][CH3:17])=[O:14])[CH:6]=[CH:7][C:8]=1[O:9][CH3:10].[CH3:1][O:2][C:3]1[CH:4]=[C:5]([CH:11]([O:18][C:19](=[O:25])[CH2:20][CH2:21][CH2:22][CH2:23][CH3:24])[CH2:12][C:13]([O:15][CH2:16][CH3:17])=[O:14])[CH:6]=[CH:7][C:8]=1[O:9][CH3:10]. Reported procedure: The mixture of 5.0 g (20 mmol) of ethyl 3-(3,4-dimethoxyphenyl)-3-hydroxypropionate, 1.4 g (13 mmol) of vinyl caproate and 1.0 g of lipase PS was stirred at room temperature for 12 days. After the lipase was removed by filtration, the filtrate was eluted by column chromatography (eluting solution; 9/1 of toluene/ethyl acetate) to obtain 2 g (>50%ee) of (-)-ethyl 3-(3,4-dimethoxyphenyl)-3-hydroxypropionate and 4.3 g (about 43%ee) of (+)-ethyl 3-(3,4-dimethoxyphenyl)-3-hexanoyloxypropionate. Reactants: COC(=O)CCCCCCCCBr, C=CCN(c1ncnc2nc[nH]c12)C1CCCCC1, CC(C)O, [Na]. Yields the product C=CCN(c1ncnc2c1ncn2CCCCCCCCC(=O)OC)C1CCCCC1. Reaction SMILES: [Br:21][CH2:22][CH2:23][CH2:24][CH2:25][CH2:26][CH2:27][CH2:28][CH2:29][C:30](=[O:31])[O:32][CH3:33].[CH2:2]([CH:3]=[CH2:4])[N:5]([CH:6]1[CH2:7][CH2:8][CH2:9][CH2:10][CH2:11]1)[c:12]1[c:13]2[nH:14][cH:15][n:16][c:17]2[n:18][cH:19][n:20]1.[CH3:34][CH:35]([OH:36])[CH3:37].[Na:1]>>[CH2:2]([CH:3]=[CH2:4])[N:5]([CH:6]1[CH2:7][CH2:8][CH2:9][CH2:10][CH2:11]1)[c:12]1[c:13]2[n:14][cH:15][n:16]([CH2:22][CH2:23][CH2:24][CH2:25][CH2:26][CH2:27][CH2:28][CH2:29][C:30](=[O:31])[O:32][CH3:33])[c:17]2[n:18][cH:19][n:20]1. Reactants: N([C@H](CC1=CC=CC=C1)C(=O)O)C(=O)OC(C)(C)C (Boc-D-Phe-OH), D-Leu-OBn p-TsOH, C1=CC=C2C(=C1)N=NN2O.O (HOBt monohydrate), CCN(C(C)C)C(C)C (DIEA), C1CCOC1 (THF), CCN=C=NCCCN(C)C (EDCI). Reaction conditions: time 8 hour. Yields the product N([C@H](CC1=CC=CC=C1)C(=O)N[C@H](CC(C)C)C(=O)OCC1=CC=CC=C1)C(=O)OC(C)(C)C (Boc-D-Phe-D-Leu-OBn). Reaction SMILES: [NH:1]([C:13]([O:15][C:16]([CH3:19])([CH3:18])[CH3:17])=[O:14])[C@@H:2]([C:10]([OH:12])=O)[CH2:3][C:4]1[CH:9]=[CH:8][CH:7]=[CH:6][CH:5]=1.[CH:20]1[CH:25]=[C:24]2N=NN(O)[C:23]2=[CH:22][CH:21]=1.[OH2:30].CC[N:33]([CH:37]([CH3:39])[CH3:38])C(C)C.CCN=C=N[CH2:45][CH2:46][CH2:47]N(C)C.C1[CH2:55][O:54]CC1>>[NH:1]([C:13]([O:15][C:16]([CH3:19])([CH3:18])[CH3:17])=[O:14])[C@@H:2]([C:10]([NH:33][C@@H:37]([C:38]([O:54][CH2:55][C:24]1[CH:23]=[CH:22][CH:21]=[CH:20][CH:25]=1)=[O:30])[CH2:39][CH:46]([CH3:47])[CH3:45])=[O:12])[CH2:3][C:4]1[CH:5]=[CH:6][CH:7]=[CH:8][CH:9]=1 |f:1.2|. Procedure details: These syntheses were carried out according to the scheme shown in FIG. 4. The intermediates described below correspond to those shown in FIG. 4. To a suspension of Boc-D-Phe-OH intermediate I-1 (7.96 g, 30.0 mmol), D-Leu-OBn p-TsOH intermediate I-2 (11.80 g, 30.0 mmol), HOBt monohydrate (4.46 g, 33.0 mmol) and DIEA (8.53 g, 66.0 mmol) in anhydrous THF (250 mL) cooled in an ice-water bath was added EDCI (6.33 g, 33.0 mmol) in four portions over 20 minutes with 5 minutes between each addition. The...